describe an organic reaction: reactants, conditions, products, and yield From a dataset of the Open Reaction Database (ORD), a public repository of structured organic reaction records. Reactants: C1CCOC1, CC(C)(C)[O-], CI, [Na+], O=c1ccc2[nH]c(-c3cc4ccccc4[nH]c3=O)cc2[nH]1, O. Yields the product Cn1c(=O)ccc2[nH]c(-c3cc4ccccc4[nH]c3=O)cc21. As a reaction SMILES: [CH2:31]1[O:32][CH2:33][CH2:34][CH2:35]1.[CH3:1][C:2]([CH3:3])([O-:4])[CH3:5].[I:7][CH3:8].[Na+:6].[O:9]=[c:10]1[cH:11][cH:12][c:13]2[c:14]([nH:15]1)[cH:16][c:17](-[c:19]1[c:20](=[O:29])[nH:21][c:22]3[cH:23][cH:24][cH:25][cH:26][c:27]3[cH:28]1)[nH:18]2.[OH2:30]>>[CH3:1][n:15]1[c:10](=[O:9])[cH:11][cH:12][c:13]2[c:14]1[cH:16][c:17](-[c:19]1[c:20](=[O:29])[nH:21][c:22]3[cH:23][cH:24][cH:25][cH:26][c:27]3[cH:28]1)[nH:18]2. The reactants are C(#N)C=1C=C(C=CC(=O)OC)C=CC1 (Methyl 3-cyanocinnamate), ClC(C#N)(Cl)Cl (trichloroacetonitrile), [Br-].[Al+3].[Br-].[Br-] (aluminum bromide), Cl (Hydrogen chloride). Solvent: ClCCl (dichloromethane). Conditions: temperature 25 celsius. The product is ClC(C1=NC(=NC(=N1)C(Cl)(Cl)Cl)C=1C=C(C=CC(=O)OC)C=CC1)(Cl)Cl (methyl 3-(4,6-bis(trichloromethyl)-s-triazin-2-yl)cinnamate). Reaction SMILES: [C:1]([C:3]1[CH:4]=[C:5]([CH:12]=[CH:13][CH:14]=1)[CH:6]=[CH:7][C:8]([O:10][CH3:11])=[O:9])#[N:2].[Cl:15][C:16]([Cl:20])([Cl:19])[C:17]#[N:18].[Br-].[Al+3].[Br-].[Br-].[ClH:25]>ClCCl>[Cl:15][C:16]([Cl:20])([Cl:19])[C:17]1[N:18]=[C:17]([C:16]([Cl:19])([Cl:15])[Cl:25])[N:18]=[C:1]([C:3]2[CH:4]=[C:5]([CH:12]=[CH:13][CH:14]=2)[CH:6]=[CH:7][C:8]([O:10][CH3:11])=[O:9])[N:2]=1 |f:2.3.4.5|. Procedure: Methyl 3-cyanocinnamate (42 pw) is added to a mixture of trichloroacetonitrile (194.4 pw) and aluminum bromide (7.2 pw) in the absence of moisture and at about 25° C. Hydrogen chloride is then introduced over a period of 3 hours with stirring, while keeping the temperature constant. Stirring is discontinued, and the mixture is allowed to react further overnight. In this step, too, a constant temperature of 25° C. is maintained. The solidified mixture is dissolved in 800 pw of dichloromethane, wa... The reactants are ClC1=CC=C(CN2N=C(C=C2)[N+](=O)[O-])C=C1 (1-(4-chloro-benzyl)-3-nitro-1H-pyrazole). Reagents/catalysts: [Ni] (Raney nickel). Solvent: O1CCCC1 (tetrahydrofuran), NN (hydrazine), O1CCCC1 (tetrahydrofuran). Conditions: time 5 minute. Yields the product ClC1=CC=C(CN2N=C(C=C2)N)C=C1 (1-(4-chloro-benzyl)-1H-pyrazol-3-ylamine). As a reaction SMILES: [Cl:1][C:2]1[CH:16]=[CH:15][C:5]([CH2:6][N:7]2[CH:11]=[CH:10][C:9]([N+:12]([O-])=O)=[N:8]2)=[CH:4][CH:3]=1>O1CCCC1.NN.[Ni]>[Cl:1][C:2]1[CH:16]=[CH:15][C:5]([CH2:6][N:7]2[CH:11]=[CH:10][C:9]([NH2:12])=[N:8]2)=[CH:4][CH:3]=1. Procedure: To a solution containing 1-(4-chloro-benzyl)-3-nitro-1H-pyrazole (101 mg, 0.42 mmol) in tetrahydrofuran (2 mL), anhydrous hydrazine (100 μL) was added to the clear solution. Raney nickel (˜100 mg washed 3 times with 5 mL of anhydrous tetrahydrofuran) was then added in tetrahydrofuran (300 μL). Gas evolved from the mixture and the reaction was allowed to proceed for 5 min, after which time the raney nickel was removed by filtration through a celite plug. The solvent was removed in vacuo to afford... Starting materials: FC1=C(C2=C(C(=NO2)N2C(O[C@@H]([C@@H]2COC)C)=O)C=C1C=O)F (6,7-Difluoro-3-((4S,5R)-4-(methoxymethyl)-5-methyl-2-oxooxazolidin-3-yl)benzo[d]isoxazole-5-carbaldehyde), N1C(NC(CC1=O)=O)=O (pyrimidine-2,4,6(1H,3H,5H)-trione), C(C)(=O)O (acetic acid). Solvent: O (water). Reaction conditions: temperature 110 celsius. The product is FC=1C2=C(C=C3CC4(C(NC(NC4=O)=O)=O)[C@@H]4N(C13)C[C@H](O[C@H]4C)C)C(=NO2)N2C(OCC2)=O ((2R,4S,4aS)-11-Fluoro-2,4-dimethyl-8-(2-oxo-1,3-oxazolidin-3-yl)-1,2,4,4a-tetrahydro-2′H,6H-spiro[1,4-oxazino[4,3-a][1,2]oxazolo[4,5-g]quinoline-5,5′-pyrimidine]-2′,4′,6′(1′H,3′H)-trione). Yield: 61.7%. Reaction SMILES: F[C:2]1[C:20]([CH:21]=O)=[CH:19][C:5]2[C:6]([N:9]3[C@@H:13](COC)[C@@H:12](C)[O:11][C:10]3=[O:18])=[N:7][O:8][C:4]=2[C:3]=1[F:23].[NH:24]1[C:29](=[O:30])[CH2:28][C:27](=[O:31])[NH:26][C:25]1=[O:32].[C:33]([OH:36])(=O)[CH3:34]>O>[F:23][C:3]1[C:4]2[O:8][N:7]=[C:6]([N:9]3[CH2:13][CH2:12][O:11][C:10]3=[O:18])[C:5]=2[CH:19]=[C:20]2[C:2]=1[N:9]1[CH2:10][C@@H:33]([CH3:34])[O:36][C@@H:5]([CH3:4])[C@@H:6]1[C:28]1([C:27](=[O:31])[NH:26][C:25](=[O:32])[NH:24][C:29]1=[O:30])[CH2:21]2. Procedure details: Intermediate 6 (800 mg, 1.95 mmol) and pyrimidine-2,4,6(1H,3H,5H)-trione (250 mg, 1.95 mmol) in a mixture of acetic acid (8 mL) and water (2 mL) was heated at 110° C. for 3.5 hours. The solvent was removed and the reaction mixture was purified using Super Critical Fluid Chromatography (Chiralpak IA column with 40% isopropanol and 60% CO2 mobile phase) to give the title compound (571 mg, 61.7% yield) as a solid as the first eluting compound. 1H NMR (300 MHz, DMSO-d6) δ 0.9 (d, 3H) 1.1 (d, 3H) 2.8...